Dataset: the Open Reaction Database (ORD), a public repository of structured organic reaction records. Task: describe an organic reaction: reactants, conditions, products, and yield Reactants: IC(CC(C(=O)OCC)(F)F)CC(C(C(C(F)(F)F)(F)F)(F)F)(F)F (ethyl 4-iodo-2,2,6,6,7,7,8,8,9,9,9-undecafluorononanoate), C(CCC)[SnH](CCCC)CCCC (tributyltin hydride). Solvent: CCOCC (ether). Product: FC(C(=O)OCC)(CCCC(C(C(C(F)(F)F)(F)F)(F)F)(F)F)F (Ethyl 2,2,6,6,7,7,8,8,9,9,9-undecafluorononanoate). Yield: 90.1%. RXN SMILES: I[CH:2]([CH2:12][C:13]([F:25])([F:24])[C:14]([F:23])([F:22])[C:15]([F:21])([F:20])[C:16]([F:19])([F:18])[F:17])[CH2:3][C:4]([F:11])([F:10])[C:5]([O:7][CH2:8][CH3:9])=[O:6].C([SnH](CCCC)CCCC)CCC>CCOCC>[F:10][C:4]([F:11])([CH2:3][CH2:2][CH2:12][C:13]([F:24])([F:25])[C:14]([F:22])([F:23])[C:15]([F:20])([F:21])[C:16]([F:19])([F:17])[F:18])[C:5]([O:7][CH2:8][CH3:9])=[O:6]. Procedure: Ethyl 2,2,6,6,7,7,8,8,9,9,9-undecafluorononanoate (17.3 g, 90% yield) was prepared from ethyl 4-iodo-2,2,6,6,7,7,8,8,9,9,9-undecafluorononanoate (25.5 g, 50 mmol), tributyltin hydride (16.0 g, 55 mmol) and anhydrous ether (100 mL) according to the procedure of Example 6. Boiling point was 53°-55° C. at 0.7 mmHg. Reactants: CCOCCBr, O=C([O-])[O-], CN(C)C=O, Clc1ncnc2cc[nH]c12, [Cs+], [Cs+], O. Yields the product CCOCCn1ccc2ncnc(Cl)c21. RXN SMILES: [Br:17][CH2:18][CH2:19][O:20][CH2:21][CH3:22].[C:11](=[O:12])([O-:13])[O-:14].[CH3:23][N:24]([CH3:25])[CH:26]=[O:27].[Cl:1][c:2]1[c:3]2[c:4]([n:5][cH:6][n:7]1)[cH:8][cH:9][nH:10]2.[Cs+:15].[Cs+:16].[OH2:28]>>[Cl:1][c:2]1[c:3]2[c:4]([n:5][cH:6][n:7]1)[cH:8][cH:9][n:10]2[CH2:18][CH2:19][O:20][CH2:21][CH3:22]. Reactants: CC1(OB(OC1(C)C)C1=C2C=NNC2=CC(=C1)C(F)(F)F)C (4-(4,4,5,5-Tetramethyl-1,3,2-dioxaborolan-2-yl)-6-(trifluoromethyl)-1H-indazole), IC=1C(=NC(=NC1)OC)OC (5-iodo-2,4-dimethoxypyrimidine), C([O-])([O-])=O.[Na+].[Na+] (sodium carbonate). Reagents/catalysts: C1=CC=C(C=C1)P([C-]2C=CC=C2)C3=CC=CC=C3.C1=CC=C(C=C1)P([C-]2C=CC=C2)C3=CC=CC=C3.Cl[Pd]Cl.[Fe+2] (PdCl2(dppf)). Run in O1CCOCC1 (dioxane). Conditions: temperature 130 celsius. Product: COC1=NC=C(C(=N1)OC)C1=C2C=NNC2=CC(=C1)C(F)(F)F (4-(2,4-dimethoxypyrimidin-5-yl)-6-(trifluoromethyl)-1H-indazole). Yield: 48.1%. Reaction SMILES: CC1(C)C(C)(C)OB([C:9]2[CH:17]=[C:16]([C:18]([F:21])([F:20])[F:19])[CH:15]=[C:14]3[C:10]=2[CH:11]=[N:12][NH:13]3)O1.I[C:24]1[C:25]([O:32][CH3:33])=[N:26][C:27]([O:30][CH3:31])=[N:28][CH:29]=1.C(=O)([O-])[O-].[Na+].[Na+]>O1CCOCC1.C1C=CC(P(C2C=CC=CC=2)[C-]2C=CC=C2)=CC=1.C1C=CC(P(C2C=CC=CC=2)[C-]2C=CC=C2)=CC=1.Cl[Pd]Cl.[Fe+2]>[CH3:31][O:30][C:27]1[N:26]=[C:25]([O:32][CH3:33])[C:24]([C:9]2[CH:17]=[C:16]([C:18]([F:19])([F:20])[F:21])[CH:15]=[C:14]3[C:10]=2[CH:11]=[N:12][NH:13]3)=[CH:29][N:28]=1 |f:2.3.4,6.7.8.9|. Procedure details: 4-(4,4,5,5-Tetramethyl-1,3,2-dioxaborolan-2-yl)-6-(trifluoromethyl)-1H-indazole (100 mg, 0.320 mmol), 5-iodo-2,4-dimethoxypyrimidine (57 mg, 0.215 mmol), and PdCl2(dppf) (23 mg, 0.032 mmol) were dispersed in dioxane (3 mL). To the resulting slurry was added 2N aqueous sodium carbonate (0.320 mL, 0.641 mmol). The mixture was heated in a microwave reactor at 130° C. for 1 hour, and then filtered through a microfiltration frit, which was rinsed with methanol. The solvents were removed in vacuo and ... Reactants: COC1=CC=C(CN2C(CCC3(C4=C(CC=C23)C=C(C=C4)Cl)C)=O)C=C1 (4-(4-methoxybenzyl)-8-chloro-10b-methyl-1,2,3,4,6,10b-hexa-hydrobenzo[f]quinolin-3-one), C(C)[SiH](CC)CC (triethylsilane), FC(C(=O)O)(F)F (trifluoroacetic acid). Solvent: C(Cl)Cl (CH2Cl2). Reaction conditions: time 15 minute. The product is COC1=CC=C(CN2C(CC[C@]3(C4=C(CC[C@H]23)C=C(C=C4)Cl)C)=O)C=C1 (Trans-4-(4-methoxybenzyl)-8-chloro-10b-methyl-1,2,3,4,4a,5,6,10b-octahydrobenzo[f]quinolin-3-one). Yield: 65.9%. Reaction SMILES: [CH3:1][O:2][C:3]1[CH:26]=[CH:25][C:6]([CH2:7][N:8]2[C:17]3[C:12]([CH3:23])([C:13]4[CH:21]=[CH:20][C:19]([Cl:22])=[CH:18][C:14]=4[CH2:15][CH:16]=3)[CH2:11][CH2:10][C:9]2=[O:24])=[CH:5][CH:4]=1.C([SiH](CC)CC)C.FC(F)(F)C(O)=O>C(Cl)Cl>[CH3:1][O:2][C:3]1[CH:4]=[CH:5][C:6]([CH2:7][N:8]2[C@@H:17]3[C@:12]([CH3:23])([C:13]4[CH:21]=[CH:20][C:19]([Cl:22])=[CH:18][C:14]=4[CH2:15][CH2:16]3)[CH2:11][CH2:10][C:9]2=[O:24])=[CH:25][CH:26]=1. Procedure details: To a stirred solution of subtitle compound from Step B (693 mg) in CH2Cl2 (2.5 mL) under a nitrogen atmosphere was added triethylsilane (1.4 ml) The reaction mixture was stirred for 15 minutes. To the solution was added 1.5 mL of trifluoroacetic acid and the reaction mixture stirred at room temperature overnight. The reaction mixture was partitioned between CHCl3 and saturated NaHCO3. The organic phase was dried over Na2SO4 and the solvent removed under vacuum. The residue was purified by chroma... Reactants: CCN=C=NCCCN(C)C, CCN(C(C)C)C(C)C, Cl, NCC(=O)c1ccc(Br)cc1, CN(C)C=O, O, CC1(C(=O)O)CCCN1C(=O)OCC1c2ccccc2-c2ccccc21. Product: CC1(C(=O)NCC(=O)c2ccc(Br)cc2)CCCN1C(=O)OCC1c2ccccc2-c2ccccc21. Reaction SMILES: [CH3:48][CH2:49][N:50]=[C:51]=[N:52][CH2:53][CH2:54][CH2:55][N:56]([CH3:57])[CH3:58].[CH:39]([N:40]([CH2:41][CH3:42])[CH:43]([CH3:44])[CH3:45])([CH3:46])[CH3:47].[ClH:27].[NH2:28][CH2:29][C:30](=[O:31])[c:32]1[cH:33][cH:34][c:35]([Br:38])[cH:36][cH:37]1.[O:59]=[CH:60][N:61]([CH3:62])[CH3:63].[OH2:64].[cH:1]1[cH:2][cH:3][cH:4][c:5]2[c:13]1[CH:12]([CH2:14][O:15][C:16](=[O:17])[N:18]1[C:19]([C:23](=[O:24])[OH:25])([CH3:26])[CH2:20][CH2:21][CH2:22]1)[c:11]1[c:6]-2[cH:7][cH:8][cH:9][cH:10]1>>[cH:1]1[cH:2][cH:3][cH:4][c:5]2[c:13]1[CH:12]([CH2:14][O:15][C:16](=[O:17])[N:18]1[C:19]([C:23](=[O:24])[NH:28][CH2:29][C:30](=[O:31])[c:32]3[cH:33][cH:34][c:35]([Br:38])[cH:36][cH:37]3)([CH3:26])[CH2:20][CH2:21][CH2:22]1)[c:11]1[c:6]-2[cH:7][cH:8][cH:9][cH:10]1. The reactants are CC=1NC(=C(C(C1C(=O)O)C1=CC(=CC=C1)[N+](=O)[O-])C(=O)OC)C (1,4-dihydro-2,6-dimethyl-5-methoxycarbonyl-4-(3-nitrophenyl)pyridine-3-carboxylic acid), OCC=1OC2=C(N1)C=CC(=C2)CC=2NC=CN2 (2-hydroxymethyl-6-(1-imidazolylmethyl)benzoxazole), C1(CCCCC1)N=C=NC1CCCCC1 (dicyclohexylcarbodiimide), 4-N,N-dimethylaminopyridine. The solvent is C1(=CC=CC=C1)C (toluene). Yields the product CC=1NC(=C(C(C1C(=O)OCC=1OC2=C(N1)C=CC(=C2)CC=2NC=CN2)C2=CC(=CC=C2)[N+](=O)[O-])C(=O)OC)C (6-(1-imidazolylmethyl)benzoxazol-2-yl-methyl methyl 1,4-dihydro-2,6-dimethyl-4-(3-nitrophenyl)pyridine-3,5-dicarboxylate). As a reaction SMILES: [CH3:1][C:2]1[NH:3][C:4]([CH3:24])=[C:5]([C:20]([O:22][CH3:23])=[O:21])[CH:6]([C:11]2[CH:16]=[CH:15][CH:14]=[C:13]([N+:17]([O-:19])=[O:18])[CH:12]=2)[C:7]=1[C:8]([OH:10])=[O:9].O[CH2:26][C:27]1[O:28][C:29]2[CH:35]=[C:34]([CH2:36][C:37]3[NH:38][CH:39]=[CH:40][N:41]=3)[CH:33]=[CH:32][C:30]=2[N:31]=1.C1(N=C=NC2CCCCC2)CCCCC1>C1(C)C=CC=CC=1>[CH3:1][C:2]1[NH:3][C:4]([CH3:24])=[C:5]([C:20]([O:22][CH3:23])=[O:21])[CH:6]([C:11]2[CH:16]=[CH:15][CH:14]=[C:13]([N+:17]([O-:19])=[O:18])[CH:12]=2)[C:7]=1[C:8]([O:10][CH2:26][C:27]1[O:28][C:29]2[CH:35]=[C:34]([CH2:36][C:37]3[NH:41][CH:40]=[CH:39][N:38]=3)[CH:33]=[CH:32][C:30]=2[N:31]=1)=[O:9]. Reported procedure: 332 mg (1 mM) of 1,4-dihydro-2,6-dimethyl-5-methoxycarbonyl-4-(3-nitrophenyl)pyridine-3-carboxylic acid together with 229 mg (1 mM) of 2-hydroxymethyl-6-(1-imidazolylmethyl)benzoxazole 248 mg (1.2 mM) of dicyclohexylcarbodiimide and 134 mg (1.1 mM) of 4-N,N-dimethylaminopyridine were dissolved in 5 ml of toluene, while heating, and refluxed for six hours. The solution was cooled to room temperature, and the crystals produced were filtered off. The filtrate was washed with water and dried over an... Reactants: formula II, S1C(=NC=C1)OCC(CO)O (3-(thiazol-2-oxy)-1,2-propanediol), CS(=O)(=O)Cl (methylsulfonyl chloride). Run in N1=CC=CC=C1 (pyridine). Run at time 10 minute. Product: OC(COS(=O)(=O)C)COC=1SC=CN1 (2-hydroxy-1-methylsulfonyloxy-3-(thiazol-2-oxy)-propane). RXN SMILES: [S:1]1[CH:5]=[CH:4][N:3]=[C:2]1[O:6][CH2:7][CH:8]([OH:11])[CH2:9][OH:10].[CH3:12][S:13](Cl)(=[O:15])=[O:14]>N1C=CC=CC=1>[OH:11][CH:8]([CH2:7][O:6][C:2]1[S:1][CH:5]=[CH:4][N:3]=1)[CH2:9][O:10][S:13]([CH3:12])(=[O:15])=[O:14]. Procedure: This example illustrates steps 3 and 4 of the generic process, of the invention, and further illustrates the preparation of the compounds of formula II of the invention. In this example 50 grams of 3-(thiazol-2-oxy)-1,2-propanediol is dissolved in 200 ml. of pyridine at 20°C and then 22.5 ml. of methylsulfonyl chloride is added. The mixture is allowed to stand for 10 minutes and then separated into two portions (1/10 portion and one 9/10 portion). The 1/10 portion is diluted with water, then fil... Reactants: C(=O)([O-])[O-].[K+].[K+] (K2CO3), IC=1C=C(C=CC1C)NC(C1=CC(=CC=C1)C(F)(F)F)=O (N-(3-iodo-4-methylphenyl)-3-(trifluoromethyl)benzamide), [N+](=O)([O-])C=1C=C(C=CC1)B(O)O ((3-nitrophenyl)boronic acid), C1(=CC=CC=C1)C (toluene). The reagents and catalysts are C=1C=CC(=CC1)[P](C=2C=CC=CC2)(C=3C=CC=CC3)[Pd]([P](C=4C=CC=CC4)(C=5C=CC=CC5)C=6C=CC=CC6)([P](C=7C=CC=CC7)(C=8C=CC=CC8)C=9C=CC=CC9)[P](C=1C=CC=CC1)(C=1C=CC=CC1)C=1C=CC=CC1 (tetrakis(triphenylphosphine)palladium(0)). The solvent is C(C)O (ethanol). The product is CC1=CC=C(C=C1C1=CC(=CC=C1)[N+](=O)[O-])NC(C1=CC(=CC=C1)C(F)(F)F)=O (N-(6-Methyl-3′-nitrobiphenyl-3-yl)-3-(trifluoromethyl)benzamide). Isolated yield 101.4%. As a reaction SMILES: I[C:2]1[CH:3]=[C:4]([NH:9][C:10](=[O:21])[C:11]2[CH:16]=[CH:15][CH:14]=[C:13]([C:17]([F:20])([F:19])[F:18])[CH:12]=2)[CH:5]=[CH:6][C:7]=1[CH3:8].[N+:22]([C:25]1[CH:26]=[C:27](B(O)O)[CH:28]=[CH:29][CH:30]=1)([O-:24])=[O:23].C1(C)C=CC=CC=1.C([O-])([O-])=O.[K+].[K+]>C1C=CC([P]([Pd]([P](C2C=CC=CC=2)(C2C=CC=CC=2)C2C=CC=CC=2)([P](C2C=CC=CC=2)(C2C=CC=CC=2)C2C=CC=CC=2)[P](C2C=CC=CC=2)(C2C=CC=CC=2)C2C=CC=CC=2)(C2C=CC=CC=2)C2C=CC=CC=2)=CC=1.C(O)C>[CH3:8][C:7]1[C:2]([C:29]2[CH:28]=[CH:27][CH:26]=[C:25]([N+:22]([O-:24])=[O:23])[CH:30]=2)=[CH:3][C:4]([NH:9][C:10](=[O:21])[C:11]2[CH:16]=[CH:15][CH:14]=[C:13]([C:17]([F:20])([F:19])[F:18])[CH:12]=2)=[CH:5][CH:6]=1 |f:3.4.5,^1:50,52,71,90|. Procedure details: To N-(3-iodo-4-methylphenyl)-3-(trifluoromethyl)benzamide (400 mg, 0.99 mmol) was added (3-nitrophenyl)boronic acid (180 mg, 1.1 mmol) followed by toluene (8.2 mL), ethanol (1.1 mL), and K2CO3 (270 mg, 2.0 mmol in 1.1 mL water). The resulting mixture was degassed with N2, then tetrakis(triphenylphosphine)palladium(0) (60 mg, 0.05 mmol) was added. The mixture was degassed again, then heated under reflux condenser and N2 atmosphere at 90° C. until LCMS and TLC indicated complete reaction, typicall... The reactants are CCOC(=O)c1ccc(N2CCN(C(=O)OC(C)(C)C)CC2)nc1, C1CCOC1, CO, [Na+], [OH-]. Product: CC(C)(C)OC(=O)N1CCN(c2ccc(C(=O)O)cn2)CC1. Reaction SMILES: [CH2:1]([CH3:2])[O:3][C:4](=[O:5])[c:6]1[cH:7][cH:8][c:9]([N:12]2[CH2:13][CH2:14][N:15]([C:18](=[O:19])[O:20][C:21]([CH3:22])([CH3:23])[CH3:24])[CH2:16][CH2:17]2)[n:10][cH:11]1.[CH2:29]1[O:30][CH2:31][CH2:32][CH2:33]1.[CH3:25][OH:26].[Na+:28].[OH-:27]>>[O:3]=[C:4]([OH:5])[c:6]1[cH:7][cH:8][c:9]([N:12]2[CH2:13][CH2:14][N:15]([C:18](=[O:19])[O:20][C:21]([CH3:22])([CH3:23])[CH3:24])[CH2:16][CH2:17]2)[n:10][cH:11]1. The reactants are ClC1=NC(=C(C2=CC=CC=C12)O)C(=O)O (1-chloro-4-hydroxy-isoquinoline-3-carboxylic acid), Cl.COC(C(C)(C)N)=O (2-amino-2-methyl-propionic acid methyl ester hydrochloride). The product is ClC1=NC(=C(C2=CC=CC=C12)O)C(=O)NC(C(=O)O)(C)C (2-[(1-Chloro-4-hydroxy-isoquinoline-3-carbonyl)-amino]-2-methyl-propionic acid). Reaction SMILES: [Cl:1][C:2]1[C:11]2[C:6](=[CH:7][CH:8]=[CH:9][CH:10]=2)[C:5]([OH:12])=[C:4]([C:13]([OH:15])=O)[N:3]=1.Cl.C[O:18][C:19](=[O:24])[C:20]([NH2:23])([CH3:22])[CH3:21]>>[Cl:1][C:2]1[C:11]2[C:6](=[CH:7][CH:8]=[CH:9][CH:10]=2)[C:5]([OH:12])=[C:4]([C:13]([NH:23][C:20]([CH3:22])([CH3:21])[C:19]([OH:24])=[O:18])=[O:15])[N:3]=1 |f:1.2|. Procedure details: Prepared in analogy to Example A-1 a) and b) from 1-chloro-4-hydroxy-isoquinoline-3-carboxylic acid from Example A-2 d) and 2-amino-2-methyl-propionic acid methyl ester hydrochloride; MS-(+)-ion: M+1=308.9 amu.